From a dataset of the Open Reaction Database (ORD), a public repository of structured organic reaction records. describe an organic reaction: reactants, conditions, products, and yield Reactants: CC(=O)O, COc1ccc(Nc2ncc3c(n2)-c2ccc(Cl)cc2C(c2ccccc2F)=NC3)cc1OC, ClCCl, [Zn]. Yields the product COc1ccc(Nc2ncc3c(n2)-c2ccc(Cl)cc2C(c2ccccc2F)NC3)cc1OC. As a reaction SMILES: [CH3:35][C:36](=[O:37])[OH:38].[Cl:1][c:2]1[cH:3][cH:4][c:5]2[c:6]([cH:34]1)[C:7]([c:27]1[c:28]([F:33])[cH:29][cH:30][cH:31][cH:32]1)=[N:8][CH2:9][c:10]1[c:11]-2[n:12][c:13]([NH:16][c:17]2[cH:18][c:19]([O:25][CH3:26])[c:20]([O:23][CH3:24])[cH:21][cH:22]2)[n:14][cH:15]1.[Cl:39][CH2:40][Cl:41].[Zn:42]>>[Cl:1][c:2]1[cH:3][cH:4][c:5]2[c:6]([cH:34]1)[CH:7]([c:27]1[c:28]([F:33])[cH:29][cH:30][cH:31][cH:32]1)[NH:8][CH2:9][c:10]1[c:11]-2[n:12][c:13]([NH:16][c:17]2[cH:18][c:19]([O:25][CH3:26])[c:20]([O:23][CH3:24])[cH:21][cH:22]2)[n:14][cH:15]1. Starting materials: [OH-].[Na+] (NaOH), COC(COC1=C(C=C(C=C1)SCC(=C(C1=CC=C(C=C1)Br)C1=CC=C(C=C1)Br)OCC)C)=O ({4-[3,3-Bis-(4-bromo-phenyl)-2-ethoxy-allylsulfanyl]-2-methyl-phenoxy}-acetic acid methyl ester), Cl (HCl). Solvent: C(C)O (ethanol). Reaction conditions: time 30 minute. The product is BrC1=CC=C(C=C1)C(=C(CSC1=CC(=C(OCC(=O)O)C=C1)C)OCC)C1=CC=C(C=C1)Br ({4-[3,3-Bis-(4-bromo-phenyl)-2-ethoxy-allylsulfanyl]-2-methyl-phenoxy}-acetic acid). Reaction SMILES: C[O:2][C:3](=[O:34])[CH2:4][O:5][C:6]1[CH:11]=[CH:10][C:9]([S:12][CH2:13][C:14]([O:30][CH2:31][CH3:32])=[C:15]([C:23]2[CH:28]=[CH:27][C:26]([Br:29])=[CH:25][CH:24]=2)[C:16]2[CH:21]=[CH:20][C:19]([Br:22])=[CH:18][CH:17]=2)=[CH:8][C:7]=1[CH3:33].[OH-].[Na+].Cl>C(O)C>[Br:29][C:26]1[CH:25]=[CH:24][C:23]([C:15]([C:16]2[CH:21]=[CH:20][C:19]([Br:22])=[CH:18][CH:17]=2)=[C:14]([O:30][CH2:31][CH3:32])[CH2:13][S:12][C:9]2[CH:10]=[CH:11][C:6]([O:5][CH2:4][C:3]([OH:34])=[O:2])=[C:7]([CH3:33])[CH:8]=2)=[CH:28][CH:27]=1 |f:1.2|. Reported procedure: {4-[3,3-Bis-(4-bromo-phenyl)-2-ethoxy-allylsulfanyl]-2-methyl-phenoxy}-acetic acid methyl ester (170 mg, 0.3 mmol, example 25) was dissolved in ethanol (5 ml). 1N NaOH (3 ml, 3 mmol) was added at room temperature and the reaction mixture was stirred for 30 min at room temperature, after which it was treated with 1N HCl (15 ml) and extracted with ethyl acetate (2×20 ml). The combined organic phases were dried and evaporated to give the title compound in 150 mg (90%) yield. Yield: 41.0%. Solvent: O (water). Starting materials: C(C1=CC=CC=C1)[C@H]1N(C(OC1)=O)C(C(C[C@@H]1CC2(O[C@@H]([C@H](O2)C2=CC=CC=C2)C2=CC=CC=C2)CC1)C1=CC(=C(C=C1)S(=O)(=O)C1CC1)C1CC1)=O ((4R)-4-benzyl-3-{2-[3-cyclopropyl-4-(cyclopropylsulfonyl)phenyl]-3-[(2R,3R,7R)-2,3-diphenyl-1,4-dioxaspiro[4.4]non-7-yl]propanoyl}-1,3-oxazolidin-2-one), Cl (hydrochloric acid), CC(=O)C (acetone), C(O)([O-])=O.[Na+] (sodium hydrogen carbonate). Product: C(C1=CC=CC=C1)[C@H]1N(C(OC1)=O)C([C@H](C[C@@H]1CC(CC1)=O)C1=CC(=C(C=C1)S(=O)(=O)C1CC1)C1CC1)=O ((4R)-4-benzyl-3-{(2R)-2-[3-cyclopropyl-4-(cyclopropylsulfonyl)phenyl]-3-[(1R)-3-oxocyclopentyl]propanoyl}-1,3-oxazolidin-2-one). Procedure details: A mixture of (4R)-4-benzyl-3-{2-[3-cyclopropyl-4-(cyclopropylsulfonyl)phenyl]-3-[(2R,3R,7R)-2,3-diphenyl-1,4-dioxaspiro[4.4]non-7-yl]propanoyl}-1,3-oxazolidin-2-one (70 g), 4 M hydrochloric acid (140 mL), and acetone (560 mL) was stirred under heating and reflux for 2 hours. After leaving it to be cooled at room temperature, saturated aqueous sodium hydrogen carbonate solution/water (1/1, 200 mL) was added thereto, and the organic solvent was evaporated under reduced pressure, followed by extrac... As a reaction SMILES: [CH2:1]([C@@H:8]1[CH2:12][O:11][C:10](=[O:13])[N:9]1[C:14](=[O:53])[CH:15]([C:38]1[CH:43]=[CH:42][C:41]([S:44]([CH:47]2[CH2:49][CH2:48]2)(=[O:46])=[O:45])=[C:40]([CH:50]2[CH2:52][CH2:51]2)[CH:39]=1)[CH2:16][C@H:17]1[CH2:37][CH2:36][C:19]2(O[C@H](C3C=CC=CC=3)[C@@H](C3C=CC=CC=3)[O:20]2)[CH2:18]1)[C:2]1[CH:7]=[CH:6][CH:5]=[CH:4][CH:3]=1.Cl.CC(C)=O.C(=O)([O-])O.[Na+]>O>[CH2:1]([C@@H:8]1[CH2:12][O:11][C:10](=[O:13])[N:9]1[C:14](=[O:53])[C@@H:15]([C:38]1[CH:43]=[CH:42][C:41]([S:44]([CH:47]2[CH2:49][CH2:48]2)(=[O:46])=[O:45])=[C:40]([CH:50]2[CH2:52][CH2:51]2)[CH:39]=1)[CH2:16][C@H:17]1[CH2:37][CH2:36][C:19](=[O:20])[CH2:18]1)[C:2]1[CH:7]=[CH:6][CH:5]=[CH:4][CH:3]=1 |f:3.4|.